From a dataset of the Open Reaction Database (ORD), a public repository of structured organic reaction records. describe an organic reaction: reactants, conditions, products, and yield Reactants: C(C)(=O)[O-].[Na+] (sodium acetate), Cl.NO (hydroxylamine hydrochloride), O (water), OC1=C(C=O)C=C(C=C1)C(=O)OC (2-hydroxy-5-methoxycarbonylbenzaldehyde). Run in CO (methanol). Run at temperature 25 celsius, time 2 hour. The product is OC1=C(C=NO)C=C(C=C1)C(=O)OC (2-Hydroxy-5-methoxycarbonyl-benzaldehyde oxime). Isolated yield 80.2%. RXN SMILES: C([O-])(=O)C.[Na+].Cl.[NH2:7][OH:8].O.[OH:10][C:11]1[CH:18]=[CH:17][C:16]([C:19]([O:21][CH3:22])=[O:20])=[CH:15][C:12]=1[CH:13]=O>CO>[OH:10][C:11]1[CH:18]=[CH:17][C:16]([C:19]([O:21][CH3:22])=[O:20])=[CH:15][C:12]=1[CH:13]=[N:7][OH:8] |f:0.1,2.3|. Procedure: A solution of 68.0 g (0.83 mol) of sodium acetate and 68.0 g (0.98 mol) of hydroxylamine hydrochloride in. 300 ml of water is added dropwise to a solution of 80.5 g (0.45 mol) of 2-hydroxy-5-methoxycarbonylbenzaldehyde in 300 ml of methanol and the mixture is stirred at 25° C. for 2 hours. The product which has precipitated is filtered off with suction, washed with water and dried in vacuo over phosphorus pentoxide to give 70.4 g of the title compound.